From a dataset of the Open Reaction Database (ORD), a public repository of structured organic reaction records. describe an organic reaction: reactants, conditions, products, and yield Reactants: C(C)OC(=O)C1=C(C2=C(C(=N1)Br)SC(=N2)C2=CC=CC=C2)O (4-bromo-7-hydroxy-2-phenyl-thiazolo[5,4-c]pyridine-6-carboxylic acid ethyl ester), O1CCN(CC1)C1=CC=C(C=C1)B(O)O (4-morpholinophenylboronic acid), C([O-])([O-])=O.[Cs+].[Cs+] (cesium carbonate). Reagents/catalysts: [Pd].C1(=CC=CC=C1)P(C1=CC=CC=C1)C1=CC=CC=C1.C1(=CC=CC=C1)P(C1=CC=CC=C1)C1=CC=CC=C1.C1(=CC=CC=C1)P(C1=CC=CC=C1)C1=CC=CC=C1.C1(=CC=CC=C1)P(C1=CC=CC=C1)C1=CC=CC=C1 (tetrakis(triphenylphosphine)-palladium). Run in O1CCOCC1 (dioxane). Product: C(C)OC(=O)C1=C(C2=C(C(=N1)C1=CC=C(C=C1)N1CCOCC1)SC(=N2)C2=CC=CC=C2)O (7-Hydroxy-4-(4-morpholin-4-yl-phenyl)-2-phenyl-thiazolo[5,4-c]pyridine-6-carboxylic acid ethyl ester). Yield: 20.2%. Reaction SMILES: [CH2:1]([O:3][C:4]([C:6]1[N:11]=[C:10](Br)[C:9]2[S:13][C:14]([C:16]3[CH:21]=[CH:20][CH:19]=[CH:18][CH:17]=3)=[N:15][C:8]=2[C:7]=1[OH:22])=[O:5])[CH3:2].[O:23]1[CH2:28][CH2:27][N:26]([C:29]2[CH:34]=[CH:33][C:32](B(O)O)=[CH:31][CH:30]=2)[CH2:25][CH2:24]1.C(=O)([O-])[O-].[Cs+].[Cs+]>O1CCOCC1.[Pd].C1(P(C2C=CC=CC=2)C2C=CC=CC=2)C=CC=CC=1.C1(P(C2C=CC=CC=2)C2C=CC=CC=2)C=CC=CC=1.C1(P(C2C=CC=CC=2)C2C=CC=CC=2)C=CC=CC=1.C1(P(C2C=CC=CC=2)C2C=CC=CC=2)C=CC=CC=1>[CH2:1]([O:3][C:4]([C:6]1[N:11]=[C:10]([C:32]2[CH:31]=[CH:30][C:29]([N:26]3[CH2:25][CH2:24][O:23][CH2:28][CH2:27]3)=[CH:34][CH:33]=2)[C:9]2[S:13][C:14]([C:16]3[CH:21]=[CH:20][CH:19]=[CH:18][CH:17]=3)=[N:15][C:8]=2[C:7]=1[OH:22])=[O:5])[CH3:2] |f:2.3.4,6.7.8.9.10|. Procedure details: A mixture of 4-bromo-7-hydroxy-2-phenyl-thiazolo[5,4-c]pyridine-6-carboxylic acid ethyl ester (230 mg, 0.61 mmole), 4-morpholinophenylboronic acid (252 mg, 1.22 mmole), cesium carbonate (596 mg, 1.83 mmole) and tetrakis(triphenylphosphine)-palladium (70 mg, 0.06 mmole) in dioxane (3 ml) was refluxed for 18 h before it was cooled to room temperature, quenched with water and filtered. The filtrate was partitioned between ethyl acetate and water. The organic layer was washed with brine, dried over ... Starting materials: CC1(C(C(CC1)(C)C)O)C (2,2,5,5-Tetramethyl-1-cyclopentanol), [N+](=O)([O-])C(=C)C (2-nitropropene), [H-].[Na+] (Sodium hydride), solution, C1COCCOCCOCCOCCOCCO1 (18-crown-6-ether). The solvent is O1CCCC1 (tetrahydrofuran), O1CCCC1 (tetrahydrofuran), C(C)#N (acetonitrile). Run at time 1 hour. Product: [N+](=O)([O-])C(COC1C(CCC1(C)C)(C)C)C (1-(2-nitropropoxy)-2,2,5,5-tetramethylcyclopentane). RXN SMILES: [CH3:1][C:2]1([CH3:10])[CH2:6][CH2:5][C:4]([CH3:8])([CH3:7])[CH:3]1[OH:9].[H-].[Na+].C1OCCOCCOCCOCCOCCOC1.[N+:31]([C:34]([CH3:36])=[CH2:35])([O-:33])=[O:32]>C(#N)C.O1CCCC1>[N+:31]([CH:34]([CH3:36])[CH2:35][O:9][CH:3]1[C:4]([CH3:8])([CH3:7])[CH2:5][CH2:6][C:2]1([CH3:10])[CH3:1])([O-:33])=[O:32] |f:1.2|. Procedure details: 2,2,5,5-Tetramethyl-1-cyclopentanol is added to a dry flask under argon at 0° C. Dry tetrahydrofuran is added with a syringe. Sodium hydride (60% dispersion in oil) is added quickly in one portion and the contents of the flask are stirred for one hour at room temperature. A 10 mM solution of 18-crown-6-ether in acetonitrile is added with a syringe and the flask cooled to 0° C. A tetrahydrofuran solution of 2-nitropropene is added with vigorous stirring over a 10 minute period. After completion o... Reactants: monoamine, OCC(CO)(CO)CO (pentaerythritol), diethylene diimine, C(CN)N (ethylenediamine), polyethyleneimines, amines, N (ammonia), C(CN)N (ethylene diamine), alcohols, III, monoamine, NC(C(=O)N)CC (amino-ethyl acetamide), imines, ethers, monoamine, OC1=CC=C(C=C1)C(C)(C1=CC=C(C=C1)O)C1=CC=C(C=C1)O (1,1,1-tris-(4'-hydroxyphenyl)-ethane), OCC(C)(CO)CO (tris-(hydroxymethyl)ethane), amidoamines, polyamine, primary amine. The solvent is O (water). Yields the product OC=1C=C(C(CC)O)C=C(C1)O (3,5-dihydroxyethyl benzyl alcohol). Reaction SMILES: [CH2:1](N)[CH2:2]N.N.OC[C:8]([CH2:13][OH:14])([CH2:11][OH:12])CO.[OH:15][CH2:16][C:17]([CH2:21]O)(CO)[CH3:18].OC1C=CC(C(C2C=CC(O)=CC=2)(C2C=CC(O)=CC=2)C)=CC=1.NC(CC)C(N)=O>O>[OH:14][C:13]1[CH:18]=[C:17]([CH:21]=[C:11]([OH:12])[CH:8]=1)[CH:16]([OH:15])[CH2:1][CH3:2]. Reported procedure: Another embodiment of the present invention is directed to an ink composition comprising water, an anionic dye, a monoamine compound, and a first generation dendrimer compound having terminal primary amine groups. The monoamine compound in this embodiment is as described herein for the embodiment containing the polyamine and the monoamine. Dendrimers are known, and can be considered radially symmetrical molecules of a starburst topology comprising an initiator core, such as nitrogen, ethylenedia... Starting materials: [N+](=O)([O-])C1=CC=C(C(=O)NCCC(=O)O)C=C1 (4-nitrobenzoyl-β-alanine), [H][H] (hydrogen). The reagents and catalysts are [Pd] (palladium-charcoal). Solvent: C(C)O (ethanol). The product is NC1=CC=C(C(=O)NCCC(=O)O)C=C1 (4-aminobenzoyl-β-alanine). Reaction SMILES: [N+:1]([C:4]1[CH:17]=[CH:16][C:7]([C:8]([NH:10][CH2:11][CH2:12][C:13]([OH:15])=[O:14])=[O:9])=[CH:6][CH:5]=1)([O-])=O.[H][H]>[Pd].C(O)C>[NH2:1][C:4]1[CH:5]=[CH:6][C:7]([C:8]([NH:10][CH2:11][CH2:12][C:13]([OH:15])=[O:14])=[O:9])=[CH:16][CH:17]=1. Procedure: A suspension of 15 g. finely powdered 4-nitrobenzoyl-β-alanine in 200 ml. ethanol was stirred in an atmosphere of hydrogen in the presence of 1 g. of palladium-charcoal (5%), while cooling gently. When the absorption of hydrogen had ceased, the reaction mixture was filtered and the filtrate concentrated to a small volume. Upon adding diethyl ether and cooling, 4-aminobenzoyl-β-alanine was obtained. The yield was 11.5 g.; m.p. 156°-158° C. Starting materials: [BH4-].[Na+] (Sodium borohydride), ClC=1C=C(C=CC1Cl)N1C=NC(=C1)CNC=1NC=CN1 ([1-(3,4-dichloro-phenyl)-1H-imidazol-4-ylmethyl]-1H-imidazol-2-ylamine), CCOC(=O)C (AcOEt). The solvent is C(OCC)(OCC)OCC (triethyl orthoformate), [Cl-].[Na+].O (brine). The product is Cl.ClC=1C=C(C=CC1Cl)N1C=NC(=C1)CN1C(=NC=C1)NC ({1-[1-(3,4-Dichloro-phenyl)-1H-imidazol-4-ylmethyl]-1H-imidazol-2-yl}-methyl-amine Hydrochloride). RXN SMILES: [Cl:1][C:2]1[CH:3]=[C:4]([N:9]2[CH:13]=[C:12]([CH2:14][NH:15][C:16]3[NH:17][CH:18]=[CH:19][N:20]=3)[N:11]=[CH:10]2)[CH:5]=[CH:6][C:7]=1[Cl:8].[BH4-].[Na+].[CH3:23]COC(C)=O>C(OCC)(OCC)OCC.[Cl-].[Na+].O>[ClH:1].[Cl:1][C:2]1[CH:3]=[C:4]([N:9]2[CH:13]=[C:12]([CH2:14][N:15]3[CH:23]=[CH:18][N:17]=[C:16]3[NH:20][CH3:19])[N:11]=[CH:10]2)[CH:5]=[CH:6][C:7]=1[Cl:8] |f:1.2,5.6.7,8.9|. Procedure: A suspension of 1-[[1-(3,4-dichloro-phenyl)-1H-imidazol-4-ylmethyl]-1H-imidazol-2-ylamine (0.7 g, 2.3 mmol) in triethyl orthoformate (10 ml) was stirred under reflux for 2 h. The reaction mixture was evaporated to dryness, dissolved in ethanol (10 ml) and cooled in an ice bath. Sodium borohydride (0.091 g, 2.4 mmol) was added and the mixture was allowed to slowly reach 20° C. After 18 h AcOEt and brine was added and the organic phase was separated, dried (Na2SO4) and concentrated. After chromato... The reactants are COc1ccccc1-c1ccc2cnc(S(C)=O)nn12, COCC(C)O, CCN(C(C)C)C(C)C, CC(C)(O)CN1CCN(c2cccc(N)c2)CC1. Product: COc1ccccc1-c1ccc2cnc(Nc3cccc(N4CCN(CC(C)(C)O)CC4)c3)nn12. Reaction SMILES: [CH3:1][S:2](=[O:3])[c:4]1[n:5][n:6]2[c:7]([cH:8][n:9]1)[cH:10][cH:11][c:12]2-[c:13]1[c:14]([O:19][CH3:20])[cH:15][cH:16][cH:17][cH:18]1.[CH3:48][O:49][CH2:50][CH:51]([OH:52])[CH3:53].[CH:21]([N:22]([CH2:23][CH3:24])[CH:25]([CH3:26])[CH3:27])([CH3:28])[CH3:29].[NH2:30][c:31]1[cH:32][c:33]([N:37]2[CH2:38][CH2:39][N:40]([CH2:43][C:44]([CH3:45])([OH:46])[CH3:47])[CH2:41][CH2:42]2)[cH:34][cH:35][cH:36]1>>[c:4]1([NH:30][c:31]2[cH:32][c:33]([N:37]3[CH2:38][CH2:39][N:40]([CH2:43][C:44]([CH3:45])([OH:46])[CH3:47])[CH2:41][CH2:42]3)[cH:34][cH:35][cH:36]2)[n:5][n:6]2[c:7]([cH:8][n:9]1)[cH:10][cH:11][c:12]2-[c:13]1[c:14]([O:19][CH3:20])[cH:15][cH:16][cH:17][cH:18]1. Starting materials: CC1=NC(=C(C(=C1C)NCCOC1=CC=CC=C1)[N+](=O)[O-])OC1=CC=CC=C1 (2,3-dimethyl-5-nitro-6-phenoxy-N-(2-phenoxyethyl)pyridin-4-amine), [H][H] (hydrogen). Reagents/catalysts: [Pt] (Pt/C), [Pt] (platinum on carbon). The solvent is C1(=CC=CC=C1)C (toluene). Conditions: time 3 hour. The product is CC=1C(=C(C(=NC1C)OC1=CC=CC=C1)N)NCCOC1=CC=CC=C1 (5,6-dimethyl-2-phenoxy-N4-(2-phenoxyethyl)pyridine-3,4-diamine). Reaction SMILES: [CH3:1][C:2]1[C:7]([CH3:8])=[C:6]([NH:9][CH2:10][CH2:11][O:12][C:13]2[CH:18]=[CH:17][CH:16]=[CH:15][CH:14]=2)[C:5]([N+:19]([O-])=O)=[C:4]([O:22][C:23]2[CH:28]=[CH:27][CH:26]=[CH:25][CH:24]=2)[N:3]=1.[H][H]>[Pt].C1(C)C=CC=CC=1>[CH3:8][C:7]1[C:6]([NH:9][CH2:10][CH2:11][O:12][C:13]2[CH:18]=[CH:17][CH:16]=[CH:15][CH:14]=2)=[C:5]([NH2:19])[C:4]([O:22][C:23]2[CH:24]=[CH:25][CH:26]=[CH:27][CH:28]=2)=[N:3][C:2]=1[CH3:1]. Reported procedure: Anhydrous toluene (100 ml), 5% platinum on carbon (Pt/C) (1.5 g), and 2,3-dimethyl-5-nitro-6-phenoxy-N-(2-phenoxyethyl)pyridin-4-amine (2.97 g) from Part C were placed in a Parr hydrogenation flask at a hydrogen pressure of 345 kPa for 4 hours with shaking. Additional 5% Pt/C (1.5 g) was added and the reaction was allowed to continue for 3 hours. The reaction mixture was filtered through a fluted filter paper and then through a folded No. 2 Whatman filter. The solvent was removed from the filtra...